The task is: describe an organic reaction: reactants, conditions, products, and yield. This data is from the Open Reaction Database (ORD), a public repository of structured organic reaction records. Starting materials: C(C)N1CC2=C(C(C1)O)SC(=C2)C (5-ethyl-2-methyl-4,5,6,7-tetrahydrothieno[3,2-c]pyridin-7-ol), C(N)(=O)C1=CC(=C(C=C1)F)Cl (4-carbamoyl-2-chloro-1-fluorobenzene). The product is C(N)(=O)C1=CC(=C(C=C1)OC1C2=C(CN(C1)CC)C=C(S2)C)Cl (7-(4-Carbamoyl-2-chlorophenyloxy)-5-ethyl-2-methyl-4,5,6,7-tetrahydrothieno[3,2-c]pyridine). RXN SMILES: [CH2:1]([N:3]1[CH2:8][CH:7]([OH:9])[C:6]2[S:10][C:11]([CH3:13])=[CH:12][C:5]=2[CH2:4]1)[CH3:2].[C:14]([C:17]1[CH:22]=[CH:21][C:20](F)=[C:19]([Cl:24])[CH:18]=1)(=[O:16])[NH2:15]>>[C:14]([C:17]1[CH:22]=[CH:21][C:20]([O:9][CH:7]2[CH2:8][N:3]([CH2:1][CH3:2])[CH2:4][C:5]3[CH:12]=[C:11]([CH3:13])[S:10][C:6]2=3)=[C:19]([Cl:24])[CH:18]=1)(=[O:16])[NH2:15]. Reported procedure: The same method as in Example 1 was conducted using 5-ethyl-2-methyl-4,5,6,7-tetrahydrothieno[3,2-c]pyridin-7-ol (Reference Example 32) instead of 6-methyl-4,5,6,7-tetrahydrothieno[2,3-c]pyridin-4-ol (Reference Example 6) and was conducted using 4-carbamoyl-2-chloro-1-fluorobenzene instead of 1-fluoronaphthalene to give the objective compound. Reactants: C[Si](C)(C)C#N, [Cl-], [Cl-], [Cl-], [Cl-], ClCCl, O=C(c1ccc(F)cc1)c1ccc(F)cc1, [Na+], O=C([O-])O, [Ti+4]. Yields the product N#CC(Cl)(c1ccc(F)cc1)c1ccc(F)cc1. RXN SMILES: [CH3:17][Si:18]([CH3:19])([CH3:20])[C:21]#[N:22].[Cl-:31].[Cl-:32].[Cl-:33].[Cl-:34].[Cl:28][CH2:29][Cl:30].[F:1][c:2]1[cH:3][cH:4][c:5]([C:6](=[O:7])[c:8]2[cH:9][cH:10][c:11]([F:14])[cH:12][cH:13]2)[cH:15][cH:16]1.[Na+:27].[O-:23][C:24]([OH:25])=[O:26].[Ti+4:35]>>[F:1][c:2]1[cH:3][cH:4][c:5]([C:6]([c:8]2[cH:9][cH:10][c:11]([F:14])[cH:12][cH:13]2)([C:21]#[N:22])[Cl:28])[cH:15][cH:16]1. The reactants are Br (HBr), C(C1=CC=CC=C1)N1CCN2C1=C(C(=C(C2=O)C)NC2=C(C=C(C=C2)I)F)[N+](=O)[O-] (1-benzyl-7-(2-fluoro-4-iodo-phenylamino)-6-methyl-8-nitro-2,3-dihydro-1H-imidazo[1,2-a]pyridin-5-one), C(=O)(O)[O-].[Na+] (NaHCO3), C(C)OC(C)=O (ethylacetate). Solvent: C(C)(=O)O (acetic acid). Run at time 2 hour. Yields the product FC1=C(C=CC(=C1)I)NC=1C(=C2N(C(C1C)=O)CCN2)[N+](=O)[O-] (7-(2-Fluoro-4-iodo-phenylamino)-6-methyl-8-nitro-2,3-dihydro-1H-imidazo[1,2-a]pyridin-5-one). The yield is 72.6%. As a reaction SMILES: Br.C([N:9]1[C:13]2=[C:14]([N+:29]([O-:31])=[O:30])[C:15]([NH:20][C:21]3[CH:26]=[CH:25][C:24]([I:27])=[CH:23][C:22]=3[F:28])=[C:16]([CH3:19])[C:17](=[O:18])[N:12]2[CH2:11][CH2:10]1)C1C=CC=CC=1.C(OC(=O)C)C.C([O-])(O)=O.[Na+]>C(O)(=O)C>[F:28][C:22]1[CH:23]=[C:24]([I:27])[CH:25]=[CH:26][C:21]=1[NH:20][C:15]1[C:14]([N+:29]([O-:31])=[O:30])=[C:13]2[NH:9][CH2:10][CH2:11][N:12]2[C:17](=[O:18])[C:16]=1[CH3:19] |f:3.4|. Reported procedure: HBr in acetic acid (30 mL) was added to 1-benzyl-7-(2-fluoro-4-iodo-phenylamino)-6-methyl-8-nitro-2,3-dihydro-1H-imidazo[1,2-a]pyridin-5-one (I-3b: 2.5 g) and the resulting mixture was stirred at room temperature for 2 hours. The reaction was monitored by TLC (100% ethylacetate). The reaction mixture was basified with NaHCO3 solution and partitioned between ice water and ethyl acetate. The organic layer was concentrated to afford the crude product. Purification by column chromatography on silica... Starting materials: O (water), CC(=C)C(CC\C(=C\CC\C(=C/COC1OCCCC1)\C)\C)O ((6E,10Z)-2,6,10-trimethyl-12-[(tetrahydro-2H-pyran-2-yl)oxy]-1,6,10-dodecatrien-3-ol), O (water), C1(=CC=C(C=C1)S(=O)(=O)[O-])C.[NH+]1=CC=CC=C1 (pyridinium p-toluenesulfonate), C([O-])(O)=O.[Na+] (sodium bicarbonate). Run in CCOCC (ether), O1CCCC1 (tetrahydrofuran). Product: CC(=C)C(CC\C(=C\CC\C(=C/CO)\C)\C)O ((6E,10Z)-2,6,10-trimethyl-1,6,10-dodecatriene-3,12-diol). Reaction SMILES: [CH3:1][C:2]([CH:4]([OH:23])[CH2:5][CH2:6]/[C:7](/[CH3:22])=[CH:8]/[CH2:9][CH2:10]/[C:11](/[CH3:21])=[CH:12]\[CH2:13][O:14]C1CCCCO1)=[CH2:3].O.C1(C)C=CC(S([O-])(=O)=O)=CC=1.[NH+]1C=CC=CC=1.C(=O)(O)[O-].[Na+]>O1CCCC1.CCOCC>[CH3:3][C:2]([CH:4]([OH:23])[CH2:5][CH2:6]/[C:7](/[CH3:22])=[CH:8]/[CH2:9][CH2:10]/[C:11](/[CH3:21])=[CH:12]\[CH2:13][OH:14])=[CH2:1] |f:2.3,4.5|. Procedure details: A solution of 0.5 g (0.0016 mol) of (6E,10Z)-2,6,10-trimethyl-12-[(tetrahydro-2H-pyran-2-yl)oxy]-1,6,10-dodecatrien-3-ol dissolved in 14.5 ml of tetrahydrofuran and 3.7 ml of water is treated with 167.2 mg (0.4 mol equivalents) of pyridinium p-toluenesulfonate. The solution is boiled at reflux for 17 hours. After cooling 100 ml of water and 300 ml of ether are added thereto. The organic phase is neutralized with sodium bicarbonate solution. After drying and removing the solvent the residue is ch... Starting materials: O=C1CCC(=O)N1Br, Cc1c(Cl)ccc(N(C)C(=O)CN2C(=O)c3ccccc3C2=O)c1Cl, ClCCl, COC(C)(C)CC(C)(C#N)N=NC(C)(C#N)CC(C)(C)OC. Yields the product CN(C(=O)CN1C(=O)c2ccccc2C1=O)c1ccc(Cl)c(CBr)c1Cl. As a reaction SMILES: [Br:26][N:27]1[C:28](=[O:29])[CH2:30][CH2:31][C:32]1=[O:33].[Cl:1][c:2]1[c:3]([CH3:25])[c:4]([Cl:24])[cH:5][cH:6][c:7]1[N:8]([CH3:9])[C:10]([CH2:11][N:12]1[C:13](=[O:22])[c:14]2[c:15]([cH:18][cH:19][cH:20][cH:21]2)[C:16]1=[O:17])=[O:23].[Cl:56][CH2:57][Cl:58].[N:34]([C:35]([CH3:36])([CH2:37][C:38]([CH3:39])([O:40][CH3:41])[CH3:42])[C:43]#[N:44])=[N:45][C:46]([CH3:47])([CH2:48][C:49]([O:50][CH3:51])([CH3:52])[CH3:53])[C:54]#[N:55]>>[Cl:1][c:2]1[c:3]([CH2:25][Br:26])[c:4]([Cl:24])[cH:5][cH:6][c:7]1[N:8]([CH3:9])[C:10]([CH2:11][N:12]1[C:13](=[O:22])[c:14]2[c:15]([cH:18][cH:19][cH:20][cH:21]2)[C:16]1=[O:17])=[O:23].